From a dataset of the Open Reaction Database (ORD), a public repository of structured organic reaction records. describe an organic reaction: reactants, conditions, products, and yield Starting materials: FC1=C(C(=O)NC2=C(C3=C(C(OC3(C)C)(C)C)S2)C(=O)O)C(=CC=C1)C(F)(F)F (2-{[2-fluoro-6-(trifluoromethyl)benzoyl]amino}-4,4,6,6-tetramethyl-4,6-dihydrothieno[2,3-c]furan-3-carboxylic acid), C(C)(C)N (isopropylamine). The product is FC1=C(C(=O)NC2=C(C3=C(C(OC3(C)C)(C)C)S2)C(=O)NC(C)C)C(=CC=C1)C(F)(F)F (2-{[2-fluoro-6-(trifluoromethyl)benzoyl]amino}-N-isopropyl-4,4,6,6-tetramethyl-4,6-dihydrothieno[2,3-c]furan-3-carboxamide). Reaction SMILES: [F:1][C:2]1[CH:25]=[CH:24][CH:23]=[C:22]([C:26]([F:29])([F:28])[F:27])[C:3]=1[C:4]([NH:6][C:7]1[S:18][C:10]2[C:11]([CH3:17])([CH3:16])[O:12][C:13]([CH3:15])([CH3:14])[C:9]=2[C:8]=1[C:19]([OH:21])=O)=[O:5].[CH:30]([NH2:33])([CH3:32])[CH3:31]>>[F:1][C:2]1[CH:25]=[CH:24][CH:23]=[C:22]([C:26]([F:28])([F:29])[F:27])[C:3]=1[C:4]([NH:6][C:7]1[S:18][C:10]2[C:11]([CH3:17])([CH3:16])[O:12][C:13]([CH3:14])([CH3:15])[C:9]=2[C:8]=1[C:19]([NH:33][CH:30]([CH3:32])[CH3:31])=[O:21])=[O:5]. Reported procedure: The title compound was prepared from the product of Example 45A and commercially available isopropylamine by the procedure described for Example 2B. 1H NMR (DMSO-d6, 300 MHz) δ 1.08 (d, J=6.4 Hz, 6H), 1.44 (s, 6H), 1.47 (s, 6H), 3.89-4.00 (m, 1H), 7.66-7.80 (m, 3H), 7.91 (d, J=7.8 Hz, 1H), 11.51 (br s, 1H). MS (ESI+) m/z 473 (M+H)+. Anal. calcd. for C22H24F4N2O3S: C, 55.92; H, 5.12; N, 5.93. Found: C, 56.03; H, 5.26; N, 5.89. The reactants are FC(S(=O)(=O)OS(=O)(=O)C(F)(F)F)(F)F (trifluoromethane sulfonic acid anhydride), OCCC(=O)OC (methyl beta-hydroxypropionate), C(C)(C)(C)C1=NC(=CC=C1)C(C)(C)C (2,6-di-tert-butylpyridine), O[C@@H]1CC[C@H](CC1)N(S(=O)(=O)C1=CC=C(C=C1)C(F)(F)F)C (trans-N-(4-hydroxy-cyclohexyl)-N-methyl-4-trifluoromethyl-benzenesulfonamide), C(C)(C)(C)C1=NC(=CC=C1)C(C)(C)C (2,6-di-tert-butylpyridine). Solvent: CCOC(=O)C (EtOAc), OS(=O)(=O)[O-].[K+] (KHSO4), C(Cl)Cl (CH2Cl2), [N+](=O)([O-])C (nitromethane). Conditions: time 2.5 hour. Product: COC(CCO[C@@H]1CC[C@H](CC1)N(S(=O)(=O)C1=CC=C(C=C1)C(F)(F)F)C)=O (trans-3-{4-[methyl-(4-trifluoromethyl-benzenesulfonyl)-amino]-cyclohexyloxy}-propionic acid methyl ester). Isolated yield 95.7%. RXN SMILES: [OH:1][CH2:2][CH2:3][C:4]([O:6][CH3:7])=[O:5].C(C1C=CC=C(C(C)(C)C)N=1)(C)(C)C.FC(F)(F)S(OS(C(F)(F)F)(=O)=O)(=O)=O.O[C@H:38]1[CH2:43][CH2:42][C@H:41]([N:44]([CH3:58])[S:45]([C:48]2[CH:53]=[CH:52][C:51]([C:54]([F:57])([F:56])[F:55])=[CH:50][CH:49]=2)(=[O:47])=[O:46])[CH2:40][CH2:39]1>C(Cl)Cl.[N+](C)([O-])=O.CCOC(C)=O.OS([O-])(=O)=O.[K+]>[CH3:7][O:6][C:4](=[O:5])[CH2:3][CH2:2][O:1][C@H:38]1[CH2:39][CH2:40][C@H:41]([N:44]([CH3:58])[S:45]([C:48]2[CH:53]=[CH:52][C:51]([C:54]([F:56])([F:55])[F:57])=[CH:50][CH:49]=2)(=[O:47])=[O:46])[CH2:42][CH2:43]1 |f:7.8|. Reported procedure: At 0° C. to a solution of 0.62 g (5.9 mmol) of methyl beta-hydroxypropionate in 4.5 mL of CH2Cl2 was added 1.4 mL (6.4 mmol, 2.4 eq) of 2,6-di-tert-butylpyridine, followed by 1.03 mL (6.2 mmol, 2.4 eq) of trifluoromethane sulfonic acid anhydride. The solution was stirred at that temperature for 2.5 h, was concentrated, and the residue was dissolved in 5 mL of nitromethane. To this solution 1 g (2.96 mmol) of trans-N-(4-hydroxy-cyclohexyl)-N-methyl-4-trifluoromethyl-benzenesulfonamide and 1.3 mL ... Starting materials: COC1=CC2=CC=CC=C2C=C1OC (2,3-dimethoxynaphthalene), C(CCCCCCCCCCCCCCC)(=O)Cl (palmitoyl chloride), [Cl-].[Al+3].[Cl-].[Cl-] (aluminium chloride). Solvent: C(Cl)Cl (methylene chloride). Yields the product COC=1C=C2C=CC(=CC2=CC1OC)C(CCCCCCCCCCCCCC)=O (1-(6,7-Dimethoxy-naphthalen-2-yl)-pentadecan-1-one). As a reaction SMILES: [CH3:1][O:2][C:3]1[C:12]([O:13][CH3:14])=[CH:11][C:10]2[C:5](=[CH:6][CH:7]=[CH:8][CH:9]=2)[CH:4]=1.[C:15](Cl)(=[O:31])[CH2:16][CH2:17][CH2:18][CH2:19][CH2:20][CH2:21][CH2:22][CH2:23][CH2:24][CH2:25][CH2:26][CH2:27][CH2:28][CH2:29]C.[Cl-].[Al+3].[Cl-].[Cl-]>C(Cl)Cl>[CH3:14][O:13][C:12]1[CH:11]=[C:10]2[C:5](=[CH:4][C:3]=1[O:2][CH3:1])[CH:6]=[C:7]([C:15](=[O:31])[CH2:16][CH2:17][CH2:18][CH2:19][CH2:20][CH2:21][CH2:22][CH2:23][CH2:24][CH2:25][CH2:26][CH2:27][CH2:28][CH3:29])[CH:8]=[CH:9]2 |f:2.3.4.5|. Reported procedure: The solution of 2,3-dimethoxynaphthalene (1.9 g), palmitoyl chloride (3.2 ml) and aluminium chloride (1.5 g) in methylene chloride (40 ml) was stirred at ambient temperature overnight. The reaction mixture was worked up as described in example 4(a). The crude product was recrystallized from ethyl acetate-heptane. Yield 2.0 g. Reactants: CC1(COB(OC1)C=1C=C(C=CC1)N1N=CN=C1)C (1-[3-(5,5-dimethyl-[1,3,2]dioxaborinan-2-yl)phenyl]-1H-[1,2,4]triazole), BrC1=CN=C2N1N=CC(=N2)C(F)(F)F (7-bromo-3-trifluoromethylimidazo[1,2-b][1,2,4]triazine), C(=O)([O-])[O-].[Na+].[Na+] (Na2CO3). Reagents/catalysts: C=1C=CC(=CC1)[P](C=2C=CC=CC2)(C=3C=CC=CC3)[Pd]([P](C=4C=CC=CC4)(C=5C=CC=CC5)C=6C=CC=CC6)([P](C=7C=CC=CC7)(C=8C=CC=CC8)C=9C=CC=CC9)[P](C=1C=CC=CC1)(C=1C=CC=CC1)C=1C=CC=CC1 (tetrakis(triphenylphosphine)palladium(0)). The solvent is COCCOC (1,2-dimethoxyethane). Product: N1(N=CN=C1)C=1C=C(C=CC1)C1=CN=C2N1N=CC(=N2)C(F)(F)F (7-[3-([1,2,4]Triazol-1-yl)phenyl]-3-trifluoromethylimidazo[1,2-b][1,2,4]triazine). The yield is 54.7%. As a reaction SMILES: CC1(C)COB([C:8]2[CH:9]=[C:10]([N:14]3[CH:18]=[N:17][CH:16]=[N:15]3)[CH:11]=[CH:12][CH:13]=2)OC1.Br[C:21]1[N:25]2[N:26]=[CH:27][C:28]([C:30]([F:33])([F:32])[F:31])=[N:29][C:24]2=[N:23][CH:22]=1.C([O-])([O-])=O.[Na+].[Na+]>COCCOC.C1C=CC([P]([Pd]([P](C2C=CC=CC=2)(C2C=CC=CC=2)C2C=CC=CC=2)([P](C2C=CC=CC=2)(C2C=CC=CC=2)C2C=CC=CC=2)[P](C2C=CC=CC=2)(C2C=CC=CC=2)C2C=CC=CC=2)(C2C=CC=CC=2)C2C=CC=CC=2)=CC=1>[N:14]1([C:10]2[CH:9]=[C:8]([C:21]3[N:25]4[N:26]=[CH:27][C:28]([C:30]([F:31])([F:32])[F:33])=[N:29][C:24]4=[N:23][CH:22]=3)[CH:13]=[CH:12][CH:11]=2)[CH:18]=[N:17][CH:16]=[N:15]1 |f:2.3.4,^1:49,51,70,89|. Procedure: This reaction was carried out as described in Example 37, step e, using 1-[3-(5,5-dimethyl-[1,3,2]dioxaborinan-2-yl)phenyl]-1H-[1,2,4]triazole (192 mg, 0.75 mmol), 7-bromo-3-trifluoromethylimidazo[1,2-b][1,2,4]triazine (0.1 g, 0.375 mmol), 2 M Na2CO3 (0.75 ml) and tetrakis(triphenylphosphine)palladium(0) (0.022 g) in 1,2-dimethoxyethane (2 ml). The crude residue was purified by flash chromatography (silica gel, 5% MeOH/CH2Cl2) and triturated with Et2O to yield the title compound (68 mg, 55%): 1H... Starting materials: O (Water), BrC1=CC2=C(OC(C(N2)=O)(C)C)C=C1 (6-bromo-2,2-dimethyl-2H-benzo[b][1,4]oxazin-3(4H)-one), [H-].[Na+] (NaH), IC (Iodomethane). The solvent is [Cl-].[Na+].O (brine), CCOC(=O)C (EtOAc), CN(C)C=O (DMF). Run at time 5 minute. The product is BrC1=CC2=C(OC(C(N2C)=O)(C)C)C=C1 (6-bromo-2,2,4-trimethyl-2H-benzo[b][1,4]oxazin-3(4H)-one). Yield: 67.7%. Reaction SMILES: [Br:1][C:2]1[CH:14]=[CH:13][C:5]2[O:6][C:7]([CH3:12])([CH3:11])[C:8](=[O:10])[NH:9][C:4]=2[CH:3]=1.[H-].[Na+].I[CH3:18].O>CN(C=O)C.[Cl-].[Na+].O.CCOC(C)=O>[Br:1][C:2]1[CH:14]=[CH:13][C:5]2[O:6][C:7]([CH3:11])([CH3:12])[C:8](=[O:10])[N:9]([CH3:18])[C:4]=2[CH:3]=1 |f:1.2,6.7.8|. Procedure: To a solution of 6-bromo-2,2-dimethyl-2H-benzo[b][1,4]oxazin-3(4H)-one (185 mg, 0.722 mmol) in DMF (3 mL) at 0° C. was added NaH (43.3 mg, 1.08 mmol, 60%), and the reaction was stirred for 5 minutes. Iodomethane (205 mg, 1.45 mmol) was added the reaction was stirred at room temperature for 60 minutes. Water, EtOAc, and brine were added, the layers were separated and the organic layer was washed with brine. The organics were dried over MgSO4, filtered and concentrated. The residue was purified by... Reactants: O=C(n1ccnc1)n1ccnc1, CNCCO, C1CCOC1, O=C(O)c1cc2ccccc2[nH]1. The product is CN(CCO)C(=O)c1cc2ccccc2[nH]1. Reaction SMILES: [C:1]([n:2]1[cH:3][cH:4][n:5][cH:6]1)([n:7]1[cH:8][cH:9][n:10][cH:11]1)=[O:12].[CH3:25][NH:26][CH2:27][CH2:28][OH:29].[O:30]1[CH2:31][CH2:32][CH2:33][CH2:34]1.[nH:13]1[c:14]([C:22](=[O:23])[OH:24])[cH:15][c:16]2[cH:17][cH:18][cH:19][cH:20][c:21]12>>[nH:13]1[c:14]([C:22](=[O:24])[N:26]([CH3:25])[CH2:27][CH2:28][OH:29])[cH:15][c:16]2[cH:17][cH:18][cH:19][cH:20][c:21]12.